From a dataset of the Open Reaction Database (ORD), a public repository of structured organic reaction records. describe an organic reaction: reactants, conditions, products, and yield The reactants are FC(C(=O)O)(F)F (trifluoroacetic acid), O (water), C(C)(C)(C)N1N=CC(=C(C1=O)C1OCCC(O1)C)NCC1=CC=NC=C1 (2-tert-butyl-4-(4-methyl-1,3-dioxan-2-yl)-5-(4-pyridylmethylamino)pyridazin-3-(2H)-one), Example 4 ( 2 ). The solvent is C(C)(=O)OCC (ethyl acetate). Reaction conditions: time 1 hour. Yields the product C(C)(C)(C)N1N=CC(=C(C1=O)C=O)NCC1=CC=NC=C1 (2-tert-butyl-4-formyl-5-(4-pyridylmethylamino) pyridazin-3-(2H)-one). As a reaction SMILES: FC(F)(F)C(O)=O.[C:8]([N:12]1[C:17](=[O:18])[C:16]([CH:19]2OC(C)CC[O:20]2)=[C:15]([NH:26][CH2:27][C:28]2[CH:33]=[CH:32][N:31]=[CH:30][CH:29]=2)[CH:14]=[N:13]1)([CH3:11])([CH3:10])[CH3:9].O>C(OCC)(=O)C>[C:8]([N:12]1[C:17](=[O:18])[C:16]([CH:19]=[O:20])=[C:15]([NH:26][CH2:27][C:28]2[CH:33]=[CH:32][N:31]=[CH:30][CH:29]=2)[CH:14]=[N:13]1)([CH3:11])([CH3:9])[CH3:10]. Procedure details: Into 3 ml of a trifluoroacetic acid solution of 0.22 g of 2-tert-butyl-4-(4-methyl-1,3-dioxan-2-yl)-5-(4-pyridylmethylamino)pyridazin-3-(2H)-one obtained in Preparation Example 4 (2), 0.5 ml of deionized water was thoroughly dropwise added at room temperature. The mixture was stirred at room temperature for one hour. Then, 80 ml of ethyl acetate was added to the system, and the mixture was washed with a saturated sodium chloride aqueous solution. Then, the ethyl acetate layer was dried over anhy... The reactants are C1=CC=CC=2C3=CC=CC=C3CC12 (fluorene), [Li]CCCC (n-BuLi), CCCCCC (hexane), Cl[Si](C)(C)C1C(=CC2=C(C=C(C=C12)C)C)C (chloro(2,4,6-trimethyl-indenyl)dimethylsilane), [Li] (lithium). Run in C1(=CC=CC=C1)C (toluene), CCOCC (Et2O), C1CCOC1 (THF). Conditions: time 1.5 hour. Product: CC=1C(C2=CC(=CC(=C2C1)C)C)[Si](C)(C)C1C2=CC=CC=C2C=2C=CC=CC12 ((2,4,6-trimethylindenyl)(9-fluorenyl)dimethylsilane). Yield: 108.2%. RXN SMILES: [Li]CCCC.CCCCCC.[CH:12]1[C:24]2[CH2:23][C:22]3[C:17](=[CH:18][CH:19]=[CH:20][CH:21]=3)[C:16]=2[CH:15]=[CH:14][CH:13]=1.Cl[Si:26]([CH:29]1[C:37]2[C:32](=[C:33]([CH3:39])[CH:34]=[C:35]([CH3:38])[CH:36]=2)[CH:31]=[C:30]1[CH3:40])([CH3:28])[CH3:27].[Li]>CCOCC.C1COCC1.C1(C)C=CC=CC=1>[CH3:40][C:30]1[CH:29]([Si:26]([CH:23]2[C:22]3[CH:21]=[CH:20][CH:19]=[CH:18][C:17]=3[C:16]3[C:24]2=[CH:12][CH:13]=[CH:14][CH:15]=3)([CH3:28])[CH3:27])[C:37]2[C:32]([CH:31]=1)=[C:33]([CH3:39])[CH:34]=[C:35]([CH3:38])[CH:36]=2 |^1:40|. Procedure details: A 2.5 M n-BuLi solution in hexane (16.75 mL, 41.88 mmol) was added dropwise at 0° C. under stirring to a solution of 6.63 g of fluorene (39.89 mmol) in 100 ml of Et2O in a 500 mL 3-necked round flask. The resulting orange solution was allowed to warm up to room temperature and stirred for 1.5 h. A solution of chloro(2,4,6-trimethyl-indenyl)dimethylsilane (10 g, 39.87 mmol) in 20 mL of THF was cooled to 0° C. and slowly added to the lithium salt solution, also previously cooled to 0° C. At the en... The reactants are ClCCl, COc1cc(C)c(S(=O)(=O)NC(COC(C)(C)C)C(=O)O)c(C)c1C, C[Si](C)(C)C=[N+]=[N-], CO. Product: COC(=O)C(COC(C)(C)C)NS(=O)(=O)c1c(C)cc(OC)c(C)c1C. Reaction SMILES: [CH2:33]([Cl:34])[Cl:35].[CH3:1][O:2][c:3]1[c:4]([CH3:25])[c:5]([CH3:24])[c:6]([S:10](=[O:11])(=[O:12])[NH:13][CH:14]([C:15](=[O:16])[OH:17])[CH2:18][O:19][C:20]([CH3:21])([CH3:22])[CH3:23])[c:7]([CH3:9])[cH:8]1.[CH3:26][Si:27]([CH:28]=[N+:29]=[N-:30])([CH3:31])[CH3:32].[CH3:36][OH:37]>>[CH3:1][O:2][c:3]1[c:4]([CH3:25])[c:5]([CH3:24])[c:6]([S:10](=[O:11])(=[O:12])[NH:13][CH:14]([C:15]([O:16][CH3:26])=[O:17])[CH2:18][O:19][C:20]([CH3:21])([CH3:22])[CH3:23])[c:7]([CH3:9])[cH:8]1. The reactants are CC(C)N, CCOC(C)=O, Clc1nc(Cl)nc(Cl)n1, [Na+], [OH-]. Yields the product CC(C)Nc1nc(Cl)nc(Cl)n1. As a reaction SMILES: [CH3:10][CH:11]([CH3:12])[NH2:13].[CH3:16][CH2:17][O:18][C:19](=[O:20])[CH3:21].[Cl:1][c:2]1[n:3][c:4]([Cl:5])[n:6][c:7]([Cl:8])[n:9]1.[Na+:15].[OH-:14]>>[c:2]1([NH:13][CH:11]([CH3:10])[CH3:12])[n:3][c:4]([Cl:5])[n:6][c:7]([Cl:8])[n:9]1. Starting materials: CCOC(=O)C (EtOAc), C(C)(=O)N1N=CC2=C(C(=CC=C12)C#N)C(F)(F)F (1-acetyl-4-(trifluoromethyl)-1H-indazole-5-carbonitrile), [OH-].[Na+] (NaOH), Cl (HCl). Solvent: CCO (EtOH). Conditions: temperature 70 celsius. The product is FC(C1=C2C=NNC2=CC=C1C#N)(F)F (4-(Trifluoromethyl)-1H-indazole-5-carbonitrile). Isolated yield 28.1%. Reaction SMILES: C([N:4]1[C:12]2[C:7](=[C:8]([C:15]([F:18])([F:17])[F:16])[C:9]([C:13]#[N:14])=[CH:10][CH:11]=2)[CH:6]=[N:5]1)(=O)C.Cl.[OH-].[Na+].CCOC(C)=O>CCO>[F:17][C:15]([F:16])([F:18])[C:8]1[C:9]([C:13]#[N:14])=[CH:10][CH:11]=[C:12]2[C:7]=1[CH:6]=[N:5][NH:4]2 |f:2.3|. Procedure: The crude 1-acetyl-4-(trifluoromethyl)-1H-indazole-5-carbonitrile from Example 210A (ca. 1.28 mmol) was dissolved in EtOH (5 mL) and conc. HCl (5 mL). The resulting mixture was heated to 70° C. for 20 min. The cooled reaction's pH was adjusted to ca. 8 with 6 N NaOH. EtOAc (20 mL) was added and the isolated organic portion was dried (Na2SO4), filtered and concentrated. Purification by semipreparative HPLC afforded the title compound as a pale yellow solid (0.076 g, 28% overall): 1H NMR (DMSO-d6)... Reactants: COC(C)(C)C, COC(=O)C(CC1=C(Cl)CCC1)NC(=O)c1ccccc1, ClCCl, [Na+], [Na+], O=S(=O)([O-])[O-], O=S(=O)(O)O. The product is COC(=O)C(CC1CCCC1=O)NC(=O)c1ccccc1. Reaction SMILES: [C:37]([O:38][CH3:39])([CH3:40])([CH3:41])[CH3:42].[CH3:6][O:7][C:8]([CH:9]([CH2:10][C:11]1=[C:12]([Cl:16])[CH2:13][CH2:14][CH2:15]1)[NH:17][C:18]([c:19]1[cH:20][cH:21][cH:22][cH:23][cH:24]1)=[O:25])=[O:26].[Cl:34][CH2:35][Cl:36].[Na+:27].[Na+:28].[O-:29][S:30](=[O:31])(=[O:32])[O-:33].[S:1](=[O:2])(=[O:3])([OH:4])[OH:5]>>[CH3:6][O:7][C:8]([CH:9]([CH2:10][CH:11]1[C:12](=[O:29])[CH2:13][CH2:14][CH2:15]1)[NH:17][C:18]([c:19]1[cH:20][cH:21][cH:22][cH:23][cH:24]1)=[O:25])=[O:26]. Reactants: ClC=1C=CC(=C(C1)C1=CC(N(C=C1OC)C(C(=O)O)CC)=O)C#N (2-[4-(5-chloro-2-cyanophenyl)-5-methoxy-2-oxopyridin-1(2H)-yl]butanoic acid), NC1=CC=C(C=C1)C1=NOC(N1)=S (3-(4-aminophenyl)-1,2,4-oxadiazole-5(4H)-thione). Yields the product ClC=1C=CC(=C(C1)C1=CC(N(C=C1OC)C(C(=O)NC1=CC=C(C=C1)C1=NOC(N1)=S)CC)=O)C#N (2-[4-(5-Chloro-2-cyanophenyl)-5-methoxy-2-oxopyridin-1(2H)-yl]-N-[4-(5-thioxo-4,5-dihydro-1,2,4-oxadiazol-3-yl)phenyl]butanamide). As a reaction SMILES: [Cl:1][C:2]1[CH:3]=[CH:4][C:5]([C:23]#[N:24])=[C:6]([C:8]2[C:13]([O:14][CH3:15])=[CH:12][N:11]([CH:16]([CH2:20][CH3:21])[C:17](O)=[O:18])[C:10](=[O:22])[CH:9]=2)[CH:7]=1.[NH2:25][C:26]1[CH:31]=[CH:30][C:29]([C:32]2[NH:36][C:35](=[S:37])[O:34][N:33]=2)=[CH:28][CH:27]=1>>[Cl:1][C:2]1[CH:3]=[CH:4][C:5]([C:23]#[N:24])=[C:6]([C:8]2[C:13]([O:14][CH3:15])=[CH:12][N:11]([CH:16]([CH2:20][CH3:21])[C:17]([NH:25][C:26]3[CH:27]=[CH:28][C:29]([C:32]4[NH:36][C:35](=[S:37])[O:34][N:33]=4)=[CH:30][CH:31]=3)=[O:18])[C:10](=[O:22])[CH:9]=2)[CH:7]=1. Procedure: 36 mg (0.10 mmol) of 2-[4-(5-chloro-2-cyanophenyl)-5-methoxy-2-oxopyridin-1(2H)-yl]butanoic acid (racemate) and 30 mg (0.16 mmol, 1.5 eq.) of 3-(4-aminophenyl)-1,2,4-oxadiazole-5(4H)-thione were reacted according to General Method 7. The crude product was purified by preparative HPLC (water/acetonitrile/0.1% formic acid gradient). Yield: 21 mg (38% of theory) Reagents/catalysts: [Pd] (palladium on carbon). The product is NC[C@@H]([C@@H]([C@H](CC1CCCCC1)NC(=O)OC(C)(C)C)O)O ((2S,3R,4S)-1-Amino-2,3-dihydroxy 4-tert-butoxycarbonylamino-5-cyclohexylpentane). RXN SMILES: [N:1]([CH2:4][C@H:5]([OH:24])[C@H:6]([OH:23])[C@@H:7]([NH:15][C:16]([O:18][C:19]([CH3:22])([CH3:21])[CH3:20])=[O:17])[CH2:8][CH:9]1[CH2:14][CH2:13][CH2:12][CH2:11][CH2:10]1)=[N+]=[N-]>[Pd].CO>[NH2:1][CH2:4][C@H:5]([OH:24])[C@H:6]([OH:23])[C@@H:7]([NH:15][C:16]([O:18][C:19]([CH3:20])([CH3:22])[CH3:21])=[O:17])[CH2:8][CH:9]1[CH2:14][CH2:13][CH2:12][CH2:11][CH2:10]1. Run in CO (methanol). Procedure details: The resultant compound from Example 8 (107 mg, 0.313 mmol) and 10% palladium on carbon (110 mg) in methanol (10 mL) were stirred under a hydrogen atmosphere for 18 hours. The mixture was filtered and evaporated to afford 94.6 mg (96%) of the desired compound, Mass spectrum: (M+H)+ =317. The reactants are N(=[N+]=[N-])C[C@@H]([C@@H]([C@H](CC1CCCCC1)NC(=O)OC(C)(C)C)O)O ((2S,3R,4S)-1-Azido-2,3-dihydroxy-4-tert-butoxycarbonylamino-5-cyclohexylpentane). The yield is 95.5%. The product is N[C@@H](C(=O)NC1=C(C=CC(=C1)N1C(N(C(C1=O)(C)C)CC1=CC(=NC=C1)NC=1C=NC=CC1)=O)SC(F)(F)F)C1=CC=CC=C1 ((2R)-2-amino-N-{5-(4,4-dimethyl-2,5-dioxo-3-{[2-(pyridin-3-ylamino)pyridin-4-yl]methyl}imidazolidin-1-yl)-2-[(trifluoromethyl)thio]phenyl}-2-phenylacetamide). Yield: 18.7%. Reaction conditions: temperature 110 celsius. The reactants are NC=1C=NC=CC1 (3-aminopyridine), C([O-])([O-])=O.[Cs+].[Cs+] (caesium carbonate), ClC1=NC=CC(=C1)CN1C(N(C(C1(C)C)=O)C=1C=CC(=C(C1)NC([C@@H](C1=CC=CC=C1)NC(CC1C2=CC=CC=C2C=2C=CC=CC12)=O)=O)SC(F)(F)F)=O ((2R)—N-(5-{3-[(2-chloropyridin-4-yl)methyl]-4,4-dimethyl-2,5-dioxoimidazolidin-1-yl}-2-[(trifluoromethyl)thio]phenyl)-2-[(9H-fluoren-9-ylacetyl)-amino]-2-phenylacetamide), CC1(C2=CC=C(C=C2OC=2C=C(C=CC12)P(C1=CC=CC=C1)C1=CC=CC=C1)P(C1=CC=CC=C1)C1=CC=CC=C1)C ((9,9-dimethyl-9H-xanthene-3,6-diyl)bis(diphenylphosphine)). The reagents and catalysts are C(C)(=O)[O-].[Pd+2].C(C)(=O)[O-] (palladium acetate). Reaction SMILES: Cl[C:2]1[CH:7]=[C:6]([CH2:8][N:9]2[C:13]([CH3:15])([CH3:14])[C:12](=[O:16])[N:11]([C:17]3[CH:18]=[CH:19][C:20]([S:50][C:51]([F:54])([F:53])[F:52])=[C:21]([NH:23][C:24](=[O:49])[C@H:25]([NH:32]C(=O)CC4C5C=CC=CC=5C5C4=CC=CC=5)[C:26]4[CH:31]=[CH:30][CH:29]=[CH:28][CH:27]=4)[CH:22]=3)[C:10]2=[O:55])[CH:5]=[CH:4][N:3]=1.[NH2:56][C:57]1[CH:58]=[N:59][CH:60]=[CH:61][CH:62]=1.CC1(C)C2C=CC(P(C3C=CC=CC=3)C3C=CC=CC=3)=CC=2OC2C1=CC=C(P(C1C=CC=CC=1)C1C=CC=CC=1)C=2.C(=O)([O-])[O-].[Cs+].[Cs+]>O1CCOCC1.C([O-])(=O)C.[Pd+2].C([O-])(=O)C>[NH2:32][C@H:25]([C:26]1[CH:27]=[CH:28][CH:29]=[CH:30][CH:31]=1)[C:24]([NH:23][C:21]1[CH:22]=[C:17]([N:11]2[C:12](=[O:16])[C:13]([CH3:14])([CH3:15])[N:9]([CH2:8][C:6]3[CH:5]=[CH:4][N:3]=[C:2]([NH:56][C:57]4[CH:58]=[N:59][CH:60]=[CH:61][CH:62]=4)[CH:7]=3)[C:10]2=[O:55])[CH:18]=[CH:19][C:20]=1[S:50][C:51]([F:52])([F:54])[F:53])=[O:49] |f:3.4.5,7.8.9|. Procedure details: To a solution of 33 mg of (2R)—N-(5-{3-[(2-chloropyridin-4-yl)methyl]-4,4-dimethyl-2,5-dioxoimidazolidin-1-yl}-2-[(trifluoromethyl)thio]phenyl)-2-[(9H-fluoren-9-ylacetyl)-amino]-2-phenylacetamide obtained in stage e) below in 1 mL of dioxane are successively added, under argon, 14 mg of 3-aminopyridine, 3 mg of (9,9-dimethyl-9H-xanthene-3,6-diyl)bis(diphenylphosphine) (Xantphos), 1.1 mg of palladium acetate and 61 mg of caesium carbonate. The reaction mixture is heated at 110° C. for 3 h, filter... The solvent is O1CCOCC1 (dioxane).